Dataset: the Open Reaction Database (ORD), a public repository of structured organic reaction records. Task: describe an organic reaction: reactants, conditions, products, and yield The reactants are CN(C)C=O, CNC(=O)C1CC(SCc2ccc(OC)cc2)CN1CCOS(C)(=O)=O, [Cl-], [H-], [Na+], [Na+]. Product: COc1ccc(CSC2CC3C(=O)N(C)CCN3C2)cc1. RXN SMILES: [CH3:31][N:32]([CH3:33])[CH:34]=[O:35].[CH3:3][S:4]([O:5][CH2:8][CH2:9][N:10]1[CH:11]([C:25]([NH:26][CH3:27])=[O:28])[CH2:12][CH:13]([S:15][CH2:16][c:17]2[cH:18][cH:19][c:20]([O:23][CH3:24])[cH:21][cH:22]2)[CH2:14]1)(=[O:6])=[O:7].[Cl-:30].[H-:1].[Na+:29].[Na+:2]>>[CH2:8]1[CH2:9][N:10]2[CH:11]([CH2:12][CH:13]([S:15][CH2:16][c:17]3[cH:18][cH:19][c:20]([O:23][CH3:24])[cH:21][cH:22]3)[CH2:14]2)[C:25](=[O:28])[N:26]1[CH3:27].